From a dataset of the Open Reaction Database (ORD), a public repository of structured organic reaction records. describe an organic reaction: reactants, conditions, products, and yield The product is Nc1ccc2nc(-c3cn(C4CCCC4)c4ncnc(N)c34)[nH]c2c1. Starting materials: CN1CCCC1=O, Nc1ncnc2c1c(-c1nc3ccc([N+](=O)[O-])cc3[nH]1)cn2C1CCCC1. As a reaction SMILES: [CH3:28][N:29]1[CH2:30][CH2:31][CH2:32][C:33]1=[O:34].[CH:1]1([n:6]2[cH:7][c:8](-[c:16]3[n:17][c:18]4[c:19]([nH:20]3)[cH:21][c:22]([N+:25]([O-:26])=[O:27])[cH:23][cH:24]4)[c:9]3[c:10]2[n:11][cH:12][n:13][c:14]3[NH2:15])[CH2:2][CH2:3][CH2:4][CH2:5]1>>[CH:1]1([n:6]2[cH:7][c:8](-[c:16]3[n:17][c:18]4[c:19]([nH:20]3)[cH:21][c:22]([NH2:25])[cH:23][cH:24]4)[c:9]3[c:10]2[n:11][cH:12][n:13][c:14]3[NH2:15])[CH2:2][CH2:3][CH2:4][CH2:5]1. Reactants: OC1CCN(CC1)C(=O)N1CC(CC(C1)C1=CC=C(C=C1)C(F)(F)F)C(=O)O (1-[(4-Hydroxypiperidin-1-yl)carbonyl]-5-[4-(trifluoromethyl)phenyl]piperidine-3-carboxylic acid), 47.3, FC1=C(C=CC(=C1)F)C(N)=NO (2,4-difluoro-N′-hydroxybenzenecarboximidamide). Yields the product FC1=C(C=CC(=C1)F)C1=NOC(=N1)C1CN(CC(C1)C1=CC=C(C=C1)C(F)(F)F)C(=O)N1CCC(CC1)O ({3-[3-(2,4-Difluorophenyl)-1,2,4-oxadiazol-5-yl]-5-[4-(trifluoromethyl)phenyl]piperidin-1-yl}(4-hydroxypiperidin-1-yl)methanone). RXN SMILES: [OH:1][CH:2]1[CH2:7][CH2:6][N:5]([C:8]([N:10]2[CH2:15][CH:14]([C:16]3[CH:21]=[CH:20][C:19]([C:22]([F:25])([F:24])[F:23])=[CH:18][CH:17]=3)[CH2:13][CH:12]([C:26](O)=[O:27])[CH2:11]2)=[O:9])[CH2:4][CH2:3]1.[F:29][C:30]1[CH:35]=[C:34]([F:36])[CH:33]=[CH:32][C:31]=1[C:37](=[N:39]O)[NH2:38]>>[F:29][C:30]1[CH:35]=[C:34]([F:36])[CH:33]=[CH:32][C:31]=1[C:37]1[N:39]=[C:26]([CH:12]2[CH2:13][CH:14]([C:16]3[CH:17]=[CH:18][C:19]([C:22]([F:24])([F:25])[F:23])=[CH:20][CH:21]=3)[CH2:15][N:10]([C:8]([N:5]3[CH2:6][CH2:7][CH:2]([OH:1])[CH2:3][CH2:4]3)=[O:9])[CH2:11]2)[O:27][N:38]=1. Reported procedure: 100 mg (0.250 mmol) of 1-[(4-hydroxypiperidin-1-yl)carbonyl]-5-[4-(trifluoromethyl)phenyl]piperidine-3-carboxylic acid (Example 99A) and 47.3 (0.275 mmol) of 2,4-difluoro-N′-hydroxybenzenecarboximidamide were reacted according to the General Method 1. Yield: 52.1 mg (38% of theory).